Dataset: the Open Reaction Database (ORD), a public repository of structured organic reaction records. Task: describe an organic reaction: reactants, conditions, products, and yield Starting materials: C1(=CC=CC=C1)C=CCO (3-phenylprop-2-en-1-ol), C(C)(=O)OC(C)=O (acetic anhydride). Run in N1=CC=CC=C1 (pyridine). Yields the product C(C)(=O)OCC=CC1=CC=CC=C1 (3-phenylprop-2-enyl acetate). The yield is 81.7%. As a reaction SMILES: [C:1]1([CH:7]=[CH:8][CH2:9][OH:10])[CH:6]=[CH:5][CH:4]=[CH:3][CH:2]=1.[C:11](OC(=O)C)(=[O:13])[CH3:12]>N1C=CC=CC=1>[C:11]([O:10][CH2:9][CH:8]=[CH:7][C:1]1[CH:6]=[CH:5][CH:4]=[CH:3][CH:2]=1)(=[O:13])[CH3:12]. Procedure: The above alcohol (2.05 g) in pyridine (1.6 ml) with acetic anhydride (1.8 g) was stirred at 25° for 3 hours before being partitioned between ether and dilute hydrochloric acid. Work-up in the conventional manner gave 3-phenylprop-2-enyl acetate (2.2 g). NMR 1H: 7.15 (5H,m), 6.52 (1H,d), 6.22(1H,t), 4.57 (2H,d), 2.00(3H,s). The reactants are ClC1=CC(=CC=C1)C(=O)OO (m-chloro-perbenzoic acid), FC(C=1C=C(CN2N=NC(=C2N2CCSCC2)C2=NN=C(N2CC2=C(C=CC=C2)Cl)C)C=C(C1)C(F)(F)F)(F)F (4-{3-(3,5-bis-trifluoromethyl-benzyl)-5-[4-(2-chloro-benzyl)-5-methyl-4H-[1,2,4]triazol-3-yl]-3H-[1,2,3]triazol-4-yl}-thiomorpholine). Run in C1CCOC1 (THF). Reaction conditions: time 30 minute. Product: FC(C=1C=C(CN2N=NC(=C2N2CCS(CC2)=O)C2=NN=C(N2CC2=C(C=CC=C2)Cl)C)C=C(C1)C(F)(F)F)(F)F (4-{3-(3,5-bis-trifluoromethyl-benzyl)-5-[4-(2-chloro-benzyl)-5-methyl-4H-[1,2,4]triazol-3-yl]-3H-[1,2,3]triazol-4-yl}-thiomorpholine 1-oxide). As a reaction SMILES: ClC1C=CC=C(C(OO)=[O:9])C=1.[F:12][C:13]([F:51])([F:50])[C:14]1[CH:15]=[C:16]([CH:43]=[C:44]([C:46]([F:49])([F:48])[F:47])[CH:45]=1)[CH2:17][N:18]1[C:22]([N:23]2[CH2:28][CH2:27][S:26][CH2:25][CH2:24]2)=[C:21]([C:29]2[N:33]([CH2:34][C:35]3[CH:40]=[CH:39][CH:38]=[CH:37][C:36]=3[Cl:41])[C:32]([CH3:42])=[N:31][N:30]=2)[N:20]=[N:19]1>C1COCC1>[F:51][C:13]([F:50])([F:12])[C:14]1[CH:15]=[C:16]([CH:43]=[C:44]([C:46]([F:47])([F:48])[F:49])[CH:45]=1)[CH2:17][N:18]1[C:22]([N:23]2[CH2:28][CH2:27][S:26](=[O:9])[CH2:25][CH2:24]2)=[C:21]([C:29]2[N:33]([CH2:34][C:35]3[CH:40]=[CH:39][CH:38]=[CH:37][C:36]=3[Cl:41])[C:32]([CH3:42])=[N:31][N:30]=2)[N:20]=[N:19]1. Procedure details: Add m-chloro-perbenzoic acid (29 mg, 0.13 mmol) to a solution of 4-{3-(3,5-bis-trifluoromethyl-benzyl)-5-[4-(2-chloro-benzyl)-5-methyl-4H-[1,2,4]triazol-3-yl]-3H-[1,2,3]triazol-4-yl}-thiomorpholine (69 mg, 0.11 mmol) in THF (1 mL) at −78° C. After 30 minutes, quench with 1N Na2S2O3 at −78° C., warm to RT. Dilute with 20% i-PrOH/CHCl3, wash with 1N HCl, saturated NaHCO3 solution, and brine. Dry the combined organic layers over MgSO4 and concentrate. Purify the residue by flash chromatography on s... As a reaction SMILES: [NH2:1][C:2]1[N:3]=[CH:4][C:5]2[S:10][C:9](=[O:11])[N:8]([C@@H:12]3[O:24][C@H:23]([CH2:25][O:26]C(=O)C)[C@@H:18]([O:19][C:20](=[O:22])[CH3:21])[C@H:13]3[O:14][C:15](=[O:17])[CH3:16])[C:6]=2[N:7]=1.P([O-])([O-])([O-])=O.[Na+].[Na+].[Na+]>CC(C)=O>[NH2:1][C:2]1[N:3]=[CH:4][C:5]2[S:10][C:9](=[O:11])[N:8]([C@@H:12]3[O:24][C@H:23]([CH2:25][OH:26])[C@@H:18]([O:19][C:20](=[O:22])[CH3:21])[C@H:13]3[O:14][C:15](=[O:17])[CH3:16])[C:6]=2[N:7]=1 |f:1.2.3.4|. Run in CC(=O)C (acetone). Run at time 10 hour. The product is NC=1N=CC2=C(N1)N(C(S2)=O)[C@H]2[C@H](OC(C)=O)[C@H](OC(C)=O)[C@H](O2)CO (5-Amino-3-(2,3′-di-O-acetyl-β-D-ribofuranosyl)-3H-thiazolo[4,5-d]pyrimidin-2-one). Reactants: NC=1N=CC2=C(N1)N(C(S2)=O)[C@H]2[C@H](OC(C)=O)[C@H](OC(C)=O)[C@H](O2)COC(C)=O (5-Amino-3-(2′,3′,5′-tri-O-acetyl-β-D-ribofuranosyl)-3H-thiazolo[4,5-d]pyrimidin-2-one), P(=O)([O-])([O-])[O-].[Na+].[Na+].[Na+] (sodium phosphate), resin. Procedure details: To a clear solution of 78 (500 mg) in acetone (5 mL) was added sodium phosphate buffer (pH=7.0, 0.1 M, 25 mL), upon which the solution became cloudy (white precipitate). Candida antarctica lipase resin (250 mg) was added to the mixture and the suspension was subsequently gently shaken for 10 h at room temperature. The resulting clear mixture was filtered, and organic solvent was removed under vacuum. The aqueous solution was then extracted with ethyl acetate (3×25 mL) and the organic layers were... The solvent is CO (methanol). Reported procedure: 858 mg of Z-Gly-Phe-Gly-Pro-Glu(OtBu)-Thr(tBu)-Pro-OtBu are hydrogenated in 150 ml of methanol in the presence of 200 mg of palladium-carbon catalyst (10% Pd). The product is triturated with ether×hexane (1:1) to form an amorphous powder. In the thin-layer chromatogram on silica gel it shows the following values: Reaction SMILES: [NH:1](C(OCC1C=CC=CC=1)=O)[CH2:2][C:3]([NH:5][C@H:6]([C:14]([NH:16][CH2:17][C:18]([N:20]1[CH2:62][CH2:61][CH2:60][C@H:21]1[C:22]([NH:24][C@H:25]([C:35]([NH:37][C@H:38]([C:46]([N:48]1[CH2:59][CH2:58][CH2:57][C@H:49]1[C:50]([O:52][C:53]([CH3:56])([CH3:55])[CH3:54])=[O:51])=[O:47])[C@@H:39]([CH3:45])[O:40][C:41]([CH3:44])([CH3:43])[CH3:42])=[O:36])[CH2:26][CH2:27][C:28](=[O:34])[O:29][C:30]([CH3:33])([CH3:32])[CH3:31])=[O:23])=[O:19])=[O:15])[CH2:7][C:8]1[CH:13]=[CH:12][CH:11]=[CH:10][CH:9]=1)=[O:4]>CO.[C].[Pd]>[NH2:1][CH2:2][C:3]([NH:5][C@H:6]([C:14]([NH:16][CH2:17][C:18]([N:20]1[CH2:62][CH2:61][CH2:60][C@H:21]1[C:22]([NH:24][C@H:25]([C:35]([NH:37][C@H:38]([C:46]([N:48]1[CH2:59][CH2:58][CH2:57][C@H:49]1[C:50]([O:52][C:53]([CH3:56])([CH3:55])[CH3:54])=[O:51])=[O:47])[C@@H:39]([CH3:45])[O:40][C:41]([CH3:42])([CH3:43])[CH3:44])=[O:36])[CH2:26][CH2:27][C:28](=[O:34])[O:29][C:30]([CH3:31])([CH3:33])[CH3:32])=[O:23])=[O:19])=[O:15])[CH2:7][C:8]1[CH:9]=[CH:10][CH:11]=[CH:12][CH:13]=1)=[O:4] |f:2.3|. Reagents/catalysts: [C].[Pd] (palladium-carbon). The reactants are N(CC(=O)N[C@@H](CC1=CC=CC=C1)C(=O)NCC(=O)N1[C@H](C(=O)N[C@@H](CCC(OC(C)(C)C)=O)C(=O)N[C@@H]([C@H](OC(C)(C)C)C)C(=O)N2[C@H](C(=O)OC(C)(C)C)CCC2)CCC1)C(=O)OCC1=CC=CC=C1 (Z-Gly-Phe-Gly-Pro-Glu(OtBu)-Thr(tBu)-Pro-OtBu). Yields the product NCC(=O)N[C@@H](CC1=CC=CC=C1)C(=O)NCC(=O)N1[C@H](C(=O)N[C@@H](CCC(OC(C)(C)C)=O)C(=O)N[C@@H]([C@H](OC(C)(C)C)C)C(=O)N2[C@H](C(=O)OC(C)(C)C)CCC2)CCC1 (H-Gly-Phe-Gly-Pro-Glu(OtBu)-Thr(tBu)-Pro-OtBu). The reactants are ClC(Cl)(OC(OC(Cl)(Cl)Cl)=O)Cl (triphosgene), C([O-])(O)=O.[Na+] (sodium bicarbonate), N1=CC(=CC=C1)C (3-picoline), C(C(=O)O)(=O)O.C(C1=CC=CC=C1)ON[C@@H]1CC[C@H](NC1)C(=O)OCC1=CC=CC=C1 (benzyl (2S,5R)-5-[(benzyloxy)amino]piperidine-2-carboxylate ethanedioate). The solvent is O (water), ClCCl (dichloromethane), ClCCl (dichloromethane). Run at temperature 0 celsius. The product is C(C1=CC=CC=C1)OC(=O)[C@H]1N2C(N([C@H](CC1)C2)OCC2=CC=CC=C2)=O ((2S,5R)-6-benzyloxy-7-oxo-1,6-diaza-bicyclo[3.2.1]octane-2-carboxylic acid benzyl ester). RXN SMILES: N1C=CC=C(C)C=1.C(O)(=O)[C:9](O)=[O:10].[CH2:14]([O:21][NH:22][C@H:23]1[CH2:28][NH:27][C@H:26]([C:29]([O:31][CH2:32][C:33]2[CH:38]=[CH:37][CH:36]=[CH:35][CH:34]=2)=[O:30])[CH2:25][CH2:24]1)[C:15]1[CH:20]=[CH:19][CH:18]=[CH:17][CH:16]=1.ClC(Cl)(OC(=O)OC(Cl)(Cl)Cl)Cl.C(=O)(O)[O-].[Na+]>ClCCl.O>[CH2:32]([O:31][C:29]([C@@H:26]1[CH2:25][CH2:24][C@@H:23]2[CH2:28][N:27]1[C:9](=[O:10])[N:22]2[O:21][CH2:14][C:15]1[CH:20]=[CH:19][CH:18]=[CH:17][CH:16]=1)=[O:30])[C:33]1[CH:34]=[CH:35][CH:36]=[CH:37][CH:38]=1 |f:1.2,4.5|. Procedure details: 3-picoline (45 ml, 464, 4 eq) was added to a slurry of benzyl (2S,5R)-5-[(benzyloxy)amino]piperidine-2-carboxylate ethanedioate (50 g, 116 mmol, 1 eq) in dichloromethane (1000 ml) at 0° C., followed by a solution of triphosgene (31.0 g, 104.4 mmol, 0.9 eq) in dichloromethane (200 ml). The mixture was stirred at 0° C. until the reaction was deemed to be complete. The reaction was quenched with a solution of sodium bicarbonate (24.4 g, 290 mmol, 2.5 eq) in water (300 ml), and the layers were separ... Reactants: C(C1=CC=CC=C1)(=O)NC=1C(=NC=CC1)Cl (3-benzoylamino-2-chloropyridine), C[Si](C)(C)OP(=O)=O (PPSE). Reaction SMILES: [C:1]([NH:9][C:10]1[C:11](Cl)=[N:12][CH:13]=[CH:14][CH:15]=1)(=[O:8])[C:2]1[CH:7]=[CH:6][CH:5]=[CH:4][CH:3]=1.C[Si](OP(=O)=O)(C)C>>[C:2]1([C:1]2[O:8][C:11]3[C:10]([N:9]=2)=[CH:15][CH:14]=[CH:13][N:12]=3)[CH:7]=[CH:6][CH:5]=[CH:4][CH:3]=1. Product: C1(=CC=CC=C1)C=1OC2=NC=CC=C2N1 (2-phenyloxazolo[5,4-b]pyridine). Procedure: 1.9 g (8 mmol) of 3-benzoylamino-2-chloropyridine, prepared in stage A, are added to the PPSE solution and then brought to reflux for 15 hours. The 1,2-dichlorobenzene is then evaporated off under vacuum. The residue is treated with a water/ice mixture. The pH of the solution is adjusted to 7-8 with 5% sodium bicarbonate solution. The precipitated product is filtered off and then recrystallized in cyclohexane.